This data is from the Open Reaction Database (ORD), a public repository of structured organic reaction records. The task is: describe an organic reaction: reactants, conditions, products, and yield Starting materials: Cl.N1=C(C=CC=C1)CCl (2-picolyl chloride hydrochloride), SC1=C(N=C2C(=N1)N=CC=C2)C (3-mercapto-2-methylpyrido[2,3-b]pyrazine), [OH-].[Na+] (sodium hydroxide). Run in C(C)O (ethanol). Product: CC=1N=C2C(=NC1SCC1=NC=CC=C1)N=CC=C2 (2-methyl-3-(2-pyridylmethylthio)pyrido[2,3-b]pyrazine). The yield is 79.7%. RXN SMILES: [SH:1][C:2]1[N:7]=[C:6]2[N:8]=[CH:9][CH:10]=[CH:11][C:5]2=[N:4][C:3]=1[CH3:12].Cl.[N:14]1[CH:19]=[CH:18][CH:17]=[CH:16][C:15]=1[CH2:20]Cl.[OH-].[Na+]>C(O)C>[CH3:12][C:3]1[N:4]=[C:5]2[CH:11]=[CH:10][CH:9]=[N:8][C:6]2=[N:7][C:2]=1[S:1][CH2:20][C:15]1[CH:16]=[CH:17][CH:18]=[CH:19][N:14]=1 |f:1.2,3.4|. Procedure: To 1.67 g of 3-mercapto-2-methylpyrido[2,3-b]pyrazine were added 10 ml of ethanol and a solution of 1.15 g of 2-picolyl chloride hydrochloride and 0.67 g of sodium hydroxide. The obtained mixture was heated under refluxing for 1.5 hrs, and then the solvent was removed under reduced pressure. The residue was extracted with ethyl acetate. The extract was washed with water and saturated aqueous sodium chloride solution, and dried over sodium sulfate. The sodium sulfate was removed by filtration, an...